Dataset: the Open Reaction Database (ORD), a public repository of structured organic reaction records. Task: describe an organic reaction: reactants, conditions, products, and yield The reactants are ClC1=C(C=C(C=C1)C1=C(C=NO1)CO)C (5-(4-chloro-3-methylphenyl)-4-isoxazolylmethanol), O1CCCC1 (tetrahydrofuran), S(=O)(Cl)Cl (thionyl chloride). The solvent is C1(=CC=CC=C1)C (toluene). Conditions: time 2 hour. The product is ClCC=1C=NOC1C1=CC(=C(C=C1)Cl)C (4-chloromethyl-5-(4-chloro-3-methylphenyl) isoxazole). The yield is 87.1%. Reaction SMILES: [Cl:1][C:2]1[CH:7]=[CH:6][C:5]([C:8]2[O:12][N:11]=[CH:10][C:9]=2[CH2:13]O)=[CH:4][C:3]=1[CH3:15].O1CCCC1.S(Cl)([Cl:23])=O>C1(C)C=CC=CC=1>[Cl:23][CH2:13][C:9]1[CH:10]=[N:11][O:12][C:8]=1[C:5]1[CH:6]=[CH:7][C:2]([Cl:1])=[C:3]([CH3:15])[CH:4]=1. Reported procedure: To a mixture of 5-(4-chloro-3-methylphenyl)-4-isoxazolylmethanol (5.80 g), tetrahydrofuran (20 ml) and toluene (80 ml) was added dropwise thionyl chloride (4.63 g) at 0° C. and the mixture was stirred at room temperature for 2 hr. The reaction mixture was concentrated, saturated aqueous sodium hydrogencarbonate was added to the residue, and the mixture was extracted with ethyl acetate. The ethyl acetate layer was washed with saturated brine, dried (MgSO4) and concentrated. The obtained colorless... Reactants: N#Cc1ccc(C(F)(F)Br)cc1, CCCCCC1CCC(c2ccc(C#N)cc2)CC1, C1CCOC1, CCCCCC, Cl, [Li]CCCC. Yields the product CCCCCC1CCC(c2ccc(C(=O)C(F)(F)c3ccc(C#N)cc3)cc2)CC1. Reaction SMILES: [Br:1][C:2]([c:3]1[cH:4][cH:5][c:6]([C:9]#[N:10])[cH:7][cH:8]1)([F:11])[F:12].[CH2:18]([CH2:19][CH2:20][CH2:21][CH3:22])[CH:23]1[CH2:24][CH2:25][CH:26]([c:29]2[cH:30][cH:31][c:32]([C:33]#[N:34])[cH:35][cH:36]2)[CH2:27][CH2:28]1.[CH2:38]1[CH2:41][CH2:40][CH2:39][O:42]1.[CH3:43][CH2:44][CH2:45][CH2:46][CH2:47][CH3:48].[ClH:37].[Li:13][CH2:14][CH2:15][CH2:16][CH3:17]>>[C:2]([c:3]1[cH:4][cH:5][c:6]([C:9]#[N:10])[cH:7][cH:8]1)([F:11])([F:12])[C:33]([c:32]1[cH:31][cH:30][c:29]([CH:26]2[CH2:25][CH2:24][CH:23]([CH2:18][CH2:19][CH2:20][CH2:21][CH3:22])[CH2:28][CH2:27]2)[cH:36][cH:35]1)=[O:42]. The reactants are ice, N1CC(C(=O)O)CCC1 (nipecotic acid), [OH-].[Na+] (sodium hydroxide), C(C1=CC=CC=C1)OC(=O)Cl (benzylchloroformate), [OH-].[Na+] (sodium hydroxide). Run in O (water), O1CCCC1 (tetrahydrofuran), O (water), O1CCCC1 (tetrahydrofuran). The product is C(C1=CC=CC=C1)OC(=O)N1CC(CCC1)C(=O)O ((±)-1-[(Benzyloxy)carbonyl]piperidine-3-carboxylic acid). RXN SMILES: [NH:1]1[CH2:9][CH2:8][CH2:7][CH:3]([C:4]([OH:6])=[O:5])[CH2:2]1.[OH-].[Na+].[CH2:12]([O:19][C:20](Cl)=[O:21])[C:13]1[CH:18]=[CH:17][CH:16]=[CH:15][CH:14]=1>O.O1CCCC1>[CH2:12]([O:19][C:20]([N:1]1[CH2:9][CH2:8][CH2:7][CH:3]([C:4]([OH:6])=[O:5])[CH2:2]1)=[O:21])[C:13]1[CH:18]=[CH:17][CH:16]=[CH:15][CH:14]=1 |f:1.2|. Reported procedure: To an ice cooled solution of nipecotic acid (10.0 g, 77.5 mmol), sodium hydroxide (3.4 g, 85 mmol), and tetrahydrofuran (50 mL) in water (100 mL) was added by simultaneous dropwise addition benzylchloroformate (13.3 mL, 93 mmol) in tetrahydrofuran (50 mL) and sodium hydroxide (3.4 g, 85 mmol) in water (50 mL). Warmed slowly to room temperature. After 24 hours tetrahydrofuran was removed in vacuo and the resulting aqueous mixture acidified with 3 N hydrochloric acid and extracted with dichloromet... Starting materials: CO (MeOH), OS(=O)(=O)O (H2SO4), COC=1C(C2=CC=CC(=C2C(C1)=O)C)=O (2-methoxy-5-methylnaphthalene-1,4-dione), [N-]=[N+]=[N-].[Na+] (NaN3). The solvent is O (H2O). Yields the product COC=1C(NC2=C(C(C1)=O)C(=CC=C2)C)=O (3-Methoxy-6-methyl-1H-1-benzazepine-2,5-dione). Isolated yield 93.0%. RXN SMILES: OS(O)(=O)=O.[CH3:6][O:7][C:8]1[C:9](=[O:20])[C:10]2[C:15]([C:16](=[O:18])[CH:17]=1)=[C:14]([CH3:19])[CH:13]=[CH:12][CH:11]=2.[N-:21]=[N+]=[N-].[Na+].CO>O>[CH3:6][O:7][C:8]1[C:9](=[O:20])[NH:21][C:10]2[CH:11]=[CH:12][CH:13]=[C:14]([CH3:19])[C:15]=2[C:16](=[O:18])[CH:17]=1 |f:2.3|. Reported procedure: To stirred, ice bath cold, concd H2SO4 (12 mL, Baker), there was added 2-methoxy-5-methylnaphthalene-1,4-dione (800 mg, 3.96 mmol) in portions. A deep red solution resulted. To this cold solution, NaN3 (515 mg, 7.92 mmol, Aldrich) was added in portions over one min. The ice bath was removed and the reaction was allowed to stir at rt for 18 h under N2. Nitrogen evolution was noted. The reaction was added to crushed ice (50 mL) to give a thick green suspension. This was diluted with H2O (30 mL) an... Starting materials: FC(C1=CC=C(OC2=CC=C(OC(C=O)C)C=C2)C=C1)(F)F (2-[4-(4-trifluoromethylphenoxy)phenoxy]propanal), [Li] (lithium), CN(N=C(C)CC)C (2-butanone N,N-dimethylhydrazone). The product is CN(N=C(CC)CC(C(C)OC1=CC=C(C=C1)OC1=CC=C(C=C1)C(F)(F)F)O)C (5-hydroxy-6-[4-(4-trifluoromethylphenoxy)phenoxy]-3-heptanone N,N-dimethylhydrazone). Reaction SMILES: [F:1][C:2]([F:22])([F:21])[C:3]1[CH:20]=[CH:19][C:6]([O:7][C:8]2[CH:18]=[CH:17][C:11]([O:12][CH:13]([CH3:16])[CH:14]=[O:15])=[CH:10][CH:9]=2)=[CH:5][CH:4]=1.[Li].[CH3:24][N:25]([CH3:31])[N:26]=[C:27]([CH2:29][CH3:30])[CH3:28]>>[CH3:24][N:25]([CH3:31])[N:26]=[C:27]([CH2:28][CH:14]([OH:15])[CH:13]([O:12][C:11]1[CH:17]=[CH:18][C:8]([O:7][C:6]2[CH:19]=[CH:20][C:3]([C:2]([F:21])([F:22])[F:1])=[CH:4][CH:5]=2)=[CH:9][CH:10]=1)[CH3:16])[CH2:29][CH3:30] |^1:22|. Procedure details: Following the procedure of Example 1, 2-[4-(4-trifluoromethylphenoxy)phenoxy]propanal is reacted with the lithium salt of 2-butanone N,N-dimethylhydrazone to give 5-hydroxy-6-[4-(4-trifluoromethylphenoxy)phenoxy]-3-heptanone N,N-dimethylhydrazone (cpd. 9, Table A). This hydrazone is then hydrolyzed to 5-hydroxy-6-[4-(4-trifluoromethylphenoxy)phenoxy]-3-heptanone (cpd. 9, Table B). Reactants: solution, C(CCC)[Li] (n-butyllithium), BrC1=NC=C(C=C1)C12CCCN(CC1)C2 ((−)-5-(2-bromopyrid-5-yl)-1-azabicyclo[3.2.1]octane), CN(S(=O)(=O)N1C=NC=C1)C (1-(dimethylaminosulfonyl)imidazole), [OH-].[Na+] (sodium hydroxide). Reagents/catalysts: [Cl-].[Zn+2].[Cl-] (zinc chloride), C=1C=CC(=CC1)[P](C=2C=CC=CC2)(C=3C=CC=CC3)[Pd]([P](C=4C=CC=CC4)(C=5C=CC=CC5)C=6C=CC=CC6)([P](C=7C=CC=CC7)(C=8C=CC=CC8)C=9C=CC=CC9)[P](C=1C=CC=CC1)(C=1C=CC=CC1)C=1C=CC=CC1 (tetrakis(triphenylphosphine)palladium), [Cl-].[Zn+2].[Cl-] (zinc chloride). Run in CCCCCC (hexane), O1CCCC1 (tetrahydrofuran), O1CCCC1 (tetrahydrofuran), C(Cl)(Cl)Cl (chloroform), O1CCCC1 (tetrahydrofuran). Reaction conditions: temperature -78 celsius. Product: N1C(=NC=C1)C1=NC=C(C=C1)C12CCCN(CC1)C2 ((−)-5-[2-(−1H-Imidazol-2-yl)pyrid-5-yl]-1-azabicyclo[3.2.1]octane). RXN SMILES: CN(C)S([N:6]1[CH:10]=[CH:9][N:8]=[CH:7]1)(=O)=O.C([Li])CCC.Br[C:18]1[CH:23]=[CH:22][C:21]([C:24]23[CH2:31][N:28]([CH2:29][CH2:30]2)[CH2:27][CH2:26][CH2:25]3)=[CH:20][N:19]=1.[OH-].[Na+]>O1CCCC1.CCCCCC.[Cl-].[Zn+2].[Cl-].C1C=CC([P]([Pd]([P](C2C=CC=CC=2)(C2C=CC=CC=2)C2C=CC=CC=2)([P](C2C=CC=CC=2)(C2C=CC=CC=2)C2C=CC=CC=2)[P](C2C=CC=CC=2)(C2C=CC=CC=2)C2C=CC=CC=2)(C2C=CC=CC=2)C2C=CC=CC=2)=CC=1.C(Cl)(Cl)Cl>[NH:8]1[CH:9]=[CH:10][N:6]=[C:7]1[C:18]1[CH:23]=[CH:22][C:21]([C:24]23[CH2:31][N:28]([CH2:29][CH2:30]2)[CH2:27][CH2:26][CH2:25]3)=[CH:20][N:19]=1 |f:3.4,7.8.9,^1:51,53,72,91|. Procedure: 1 g (5.7 mmol) of 1-(dimethylaminosulfonyl)imidazole dissolved in 9 ml of tetrahydrofuran is introduced into a 25 ml three-necked flask. The reaction medium is cooled to −78° C. and 4 ml of a 1.6M solution of n-butyllithium in hexane is added dropwise over 20 minutes. 0.73 g (5.4 mmol) of zinc chloride dissolved in 4 ml of tetrahydrofuran is then added. The mixture is stirred while allowing the temperature to return to 20° C., and 1.5 g (11.1 mmol) of zinc chloride, 0.1 g (0.09 mmol) of tetrakis... The reactants are CCOC(CC#N)=NC#N, C=CCNCC=C, C1CCOC1. Product: C=CCN(CC=C)C(CC#N)=NC#N. RXN SMILES: [C:1](#[N:2])[N:3]=[C:4]([CH2:5][C:6]#[N:7])[O:8][CH2:9][CH3:10].[CH2:11]([CH:12]=[CH2:13])[NH:14][CH2:15][CH:16]=[CH2:17].[O:18]1[CH2:19][CH2:20][CH2:21][CH2:22]1>>[C:1](#[N:2])[N:3]=[C:4]([CH2:5][C:6]#[N:7])[N:14]([CH2:11][CH:12]=[CH2:13])[CH2:15][CH:16]=[CH2:17].